This data is from the Open Reaction Database (ORD), a public repository of structured organic reaction records. The task is: describe an organic reaction: reactants, conditions, products, and yield Starting materials: C(C)(C)O (isopropanol), ClC1=C(OC=2C=NC=CC2)C=CC=C1 (3-(o-chlorophenoxy)pyridine), C(C)(=O)OO (peractic acid). Run in C(C)(=O)O (acetic acid), C(C)(=O)O (acetic acid). Reaction conditions: temperature 60 celsius, time 16 hour. The product is ClC1=C(OC=2C=[N+](C=CC2)[O-])C=CC=C1 (3-(o-chlorophenoxy)pyridine N-oxide). Reaction SMILES: [Cl:1][C:2]1[CH:14]=[CH:13][CH:12]=[CH:11][C:3]=1[O:4][C:5]1[CH:6]=[N:7][CH:8]=[CH:9][CH:10]=1.C(OO)(=[O:17])C.C(O)(C)C>C(O)(=O)C>[Cl:1][C:2]1[CH:14]=[CH:13][CH:12]=[CH:11][C:3]=1[O:4][C:5]1[CH:6]=[N+:7]([O-:17])[CH:8]=[CH:9][CH:10]=1. Procedure: A solution of 74.3 g of 3-(o-chlorophenoxy)pyridine [Agr. Biol. Chem. 34, 68 (1970)] in 75 ml of glacial acetic acid at 35° C. is treated with 76 g of 40% peractic acid in acetic acid in three equal portions. The mixture is held at 35° C. for 16 hours, refluxed 1 hour, cooled to 60° C. and 75 ml of isopropanol is added. The mixture is refluxed for 1 hour, cooled and concentrated at reduced pressure. The oil is dissolved in 700 ml of dichloromethane, washed with excess 25% sodium hydroxide soluti...